This data is from the Open Reaction Database (ORD), a public repository of structured organic reaction records. The task is: describe an organic reaction: reactants, conditions, products, and yield Starting materials: Cc1ccccc1, CC(C)(C)OC(=O)N1CCC(N)(C(N)=O)CC1. Yields the product CC(C)(C)OC(=O)N1CCC2(CC1)N=C(c1ccccc1)NC2=O. Reaction SMILES: [CH3:18][c:19]1[cH:20][cH:21][cH:22][cH:23][cH:24]1.[NH2:1][C:2]1([C:15](=[O:16])[NH2:17])[CH2:3][CH2:4][N:5]([C:8](=[O:9])[O:10][C:11]([CH3:12])([CH3:13])[CH3:14])[CH2:6][CH2:7]1>>[N:1]1=[C:18]([c:19]2[cH:20][cH:21][cH:22][cH:23][cH:24]2)[NH:17][C:15](=[O:16])[C:2]12[CH2:3][CH2:4][N:5]([C:8](=[O:9])[O:10][C:11]([CH3:12])([CH3:13])[CH3:14])[CH2:6][CH2:7]2.